This data is from the Open Reaction Database (ORD), a public repository of structured organic reaction records. The task is: describe an organic reaction: reactants, conditions, products, and yield The reactants are CC(=O)Cl, CN(C)C=O, Cc1cc(C2=NOC(c3cc(Cl)cc(Cl)c3)(C(F)(F)F)C2)ccc1C(=O)Nc1cccc(Cl)n1, [H-], [H][H], [Na+], O. The product is CC(=O)N(C(=O)c1ccc(C2=NOC(c3cc(Cl)cc(Cl)c3)(C(F)(F)F)C2)cc1C)c1cccc(Cl)n1. Reaction SMILES: [CH3:39][C:40]([Cl:41])=[O:42].[CH3:43][N:44]([CH3:45])[CH:46]=[O:47].[Cl:3][c:4]1[cH:5][cH:6][cH:7][c:8]([NH:10][C:11]([c:12]2[c:13]([CH3:35])[cH:14][c:15]([C:18]3=[N:19][O:20][C:21]([C:23]([F:24])([F:25])[F:26])([c:27]4[cH:28][c:29]([Cl:34])[cH:30][c:31]([Cl:33])[cH:32]4)[CH2:22]3)[cH:16][cH:17]2)=[O:36])[n:9]1.[H-:1].[H:37][H:38].[Na+:2].[OH2:48]>>[Cl:3][c:4]1[cH:5][cH:6][cH:7][c:8]([N:10]([C:11]([c:12]2[c:13]([CH3:35])[cH:14][c:15]([C:18]3=[N:19][O:20][C:21]([C:23]([F:24])([F:25])[F:26])([c:27]4[cH:28][c:29]([Cl:34])[cH:30][c:31]([Cl:33])[cH:32]4)[CH2:22]3)[cH:16][cH:17]2)=[O:36])[C:40]([CH3:39])=[O:42])[n:9]1. Reagents/catalysts: [C].[Pd] (palladium-carbon). Reported procedure: A mixture of methyl (E)-4-[2-(5-methyl-4-phenyl-2-thiazolyl)vinyl]benzoate (9.5 g), palladium-carbon (5%, 1.0 g) and dioxane (70 ml)-methanol (60 ml) was subjected to catalytic hydrogenation at 1 atm and room temperature. After the catalyst was filtered off, the filtrate was concentrated under reduced pressure to yield methyl 4-[2-(5-methyl-4-phenyl-2thiazolyl)ethyl]benzoate (9.0 g, 94%), which was then recrystallized from hexane to yield colorless plates having a melting point of 52°-53° C. Run in CO (methanol). Yield: 94.2%. Starting materials: CC1=C(N=C(S1)/C=C/C1=CC=C(C(=O)OC)C=C1)C1=CC=CC=C1 (methyl (E)-4-[2-(5-methyl-4-phenyl-2-thiazolyl)vinyl]benzoate), O1CCOCC1 (dioxane). The product is CC1=C(N=C(S1)CCC1=CC=C(C(=O)OC)C=C1)C1=CC=CC=C1 (methyl 4-[2-(5-methyl-4-phenyl-2thiazolyl)ethyl]benzoate). Reaction SMILES: [CH3:1][C:2]1[S:6][C:5](/[CH:7]=[CH:8]/[C:9]2[CH:18]=[CH:17][C:12]([C:13]([O:15][CH3:16])=[O:14])=[CH:11][CH:10]=2)=[N:4][C:3]=1[C:19]1[CH:24]=[CH:23][CH:22]=[CH:21][CH:20]=1.O1CCOCC1>[C].[Pd].CO>[CH3:1][C:2]1[S:6][C:5]([CH2:7][CH2:8][C:9]2[CH:18]=[CH:17][C:12]([C:13]([O:15][CH3:16])=[O:14])=[CH:11][CH:10]=2)=[N:4][C:3]=1[C:19]1[CH:20]=[CH:21][CH:22]=[CH:23][CH:24]=1 |f:2.3|. RXN SMILES: [C:1]([c:2]1[cH:3][cH:4][cH:5][cH:6][cH:7]1)([c:8]1[cH:9][cH:10][cH:11][cH:12][cH:13]1)([c:14]1[cH:15][cH:16][cH:17][cH:18][cH:19]1)[NH:20][c:21]1[s:22][cH:23][c:24]([CH:26]=[C:27]2[C:28](=[O:37])[N:29]([CH2:33][C:34](=[O:35])[O-:36])[C:30](=[S:32])[S:31]2)[n:25]1.[ClH:44].[NH2+:38]1[CH2:39][CH2:40][CH2:41][CH2:42][CH2:43]1.[O:45]1[CH2:46][CH2:47][O:48][CH2:49][CH2:50]1>>[NH2:20][c:21]1[s:22][cH:23][c:24]([CH:26]=[C:27]2[C:28](=[O:37])[N:29]([CH2:33][C:34](=[O:35])[OH:36])[C:30](=[S:32])[S:31]2)[n:25]1. Starting materials: O=C([O-])CN1C(=O)C(=Cc2csc(NC(c3ccccc3)(c3ccccc3)c3ccccc3)n2)SC1=S, Cl, C1CC[NH2+]CC1, C1COCCO1. Yields the product Nc1nc(C=C2SC(=S)N(CC(=O)O)C2=O)cs1. Starting materials: C(C1=CC=CC=C1)(=O)OC=1C=C2CC(CC2=CC1)NC(=O)OC(C)(C)C (5-benzoyloxy-2-(tert-butoxycarbonylamino)indan), Cl.O1CCOCC1 (hydrochloric acid dioxane). The solvent is C(C)(=O)O (acetic acid). Product: Cl.C(C1=CC=CC=C1)(=O)OC=1C=C2CC(CC2=CC1)N (5-benzoyloxy-2-aminoindan hydrochloride). As a reaction SMILES: [C:1]([O:9][C:10]1[CH:11]=[C:12]2[C:16](=[CH:17][CH:18]=1)[CH2:15][CH:14]([NH:19]C(OC(C)(C)C)=O)[CH2:13]2)(=[O:8])[C:2]1[CH:7]=[CH:6][CH:5]=[CH:4][CH:3]=1.[ClH:27].O1CCOCC1>C(O)(=O)C>[ClH:27].[C:1]([O:9][C:10]1[CH:11]=[C:12]2[C:16](=[CH:17][CH:18]=1)[CH2:15][CH:14]([NH2:19])[CH2:13]2)(=[O:8])[C:2]1[CH:3]=[CH:4][CH:5]=[CH:6][CH:7]=1 |f:1.2,4.5|. Procedure details: Using 5-benzoyloxy-2-(tert-butoxycarbonylamino)indan (130 mg, 0.37 mmol), 4N hydrochloric acid-dioxane (2 ml) and acetic acid (6 ml), a similar procedure to Production Example 213 was carried out to obtain 5-benzoyloxy-2-aminoindan hydrochloride (67 mg, 0.35 mmol) having the following physical properties: